Dataset: the Open Reaction Database (ORD), a public repository of structured organic reaction records. Task: describe an organic reaction: reactants, conditions, products, and yield Starting materials: [BH4-], O=C1CCC2C(S(=O)(=O)c3ccccc3)CC1(c1ccc(F)cc1)N2Cc1ccccc1, CO, CCOCC, [Na+]. Yields the product O=S(=O)(c1ccccc1)C1CC2(c3ccc(F)cc3)C(O)CCC1N2Cc1ccccc1. As a reaction SMILES: [BH4-:33].[CH2:1]([c:2]1[cH:3][cH:4][cH:5][cH:6][cH:7]1)[N:8]1[C:9]2([c:26]3[cH:27][cH:28][c:29]([F:32])[cH:30][cH:31]3)[C:10](=[O:25])[CH2:11][CH2:12][CH:13]1[CH:14]([S:16](=[O:17])(=[O:18])[c:19]1[cH:20][cH:21][cH:22][cH:23][cH:24]1)[CH2:15]2.[CH3:35][OH:36].[CH3:37][CH2:38][O:39][CH2:40][CH3:41].[Na+:34]>>[CH2:1]([c:2]1[cH:3][cH:4][cH:5][cH:6][cH:7]1)[N:8]1[C:9]2([c:26]3[cH:27][cH:28][c:29]([F:32])[cH:30][cH:31]3)[CH:10]([OH:25])[CH2:11][CH2:12][CH:13]1[CH:14]([S:16](=[O:17])(=[O:18])[c:19]1[cH:20][cH:21][cH:22][cH:23][cH:24]1)[CH2:15]2.